From a dataset of the Open Reaction Database (ORD), a public repository of structured organic reaction records. describe an organic reaction: reactants, conditions, products, and yield Reactants: NC1=C(C=C(C=N1)C=1C=NN(C1)[C@H]1C[C@H](NC1)C(=O)O)C=1SC2=C(N1)C=CC=C2 ((2S,4S)-4-[4-(6-amino-5-benzothiazol-2-ylpyridin-3-yl)-pyrazol-1-yl]-pyrrolidine-2-carboxylic acid), C1CCOC1 (THF), [H-].[H-].[H-].[H-].[Li+].[Al+3] (LiAlH4). The product is NC1=C(C=C(C=N1)C=1C=NN(C1)C1C[C@H](NC1)CO)C=1SC2=C(N1)C=CC=C2 ({(S)-4-[4-(6-Amino-5-benzothiazol-2-ylpyridin-3-yl)-pyrazol-1-yl]-pyrrolidin-2-yl}-methanol). RXN SMILES: [NH2:1][C:2]1[N:7]=[CH:6][C:5]([C:8]2[CH:9]=[N:10][N:11]([C@@H:13]3[CH2:17][NH:16][C@H:15]([C:18](O)=[O:19])[CH2:14]3)[CH:12]=2)=[CH:4][C:3]=1[C:21]1[S:22][C:23]2[CH:29]=[CH:28][CH:27]=[CH:26][C:24]=2[N:25]=1.C1COCC1.[H-].[H-].[H-].[H-].[Li+].[Al+3]>>[NH2:1][C:2]1[N:7]=[CH:6][C:5]([C:8]2[CH:9]=[N:10][N:11]([CH:13]3[CH2:17][NH:16][C@H:15]([CH2:18][OH:19])[CH2:14]3)[CH:12]=2)=[CH:4][C:3]=1[C:21]1[S:22][C:23]2[CH:29]=[CH:28][CH:27]=[CH:26][C:24]=2[N:25]=1 |f:2.3.4.5.6.7|. Procedure: A solution of (2S,4S)-4-[4-(6-amino-5-benzothiazol-2-ylpyridin-3-yl)-pyrazol-1-yl]-pyrrolidine-2-carboxylic acid (10.0 mg, 0.0155 mmol) in THF (4 mL, 0.05 mol) was cooled to −78° C. LiAlH4 (1.0 M in THF; 0.2 mL, 0.2 mmol) was added slowly, and the mixture was allowed to warm to rt overnight. The material was concentrated in vacuo, then dissolved in DCM, transferred to a separatory funnel, and washed with sat. NaHCO3. The organic layer was loaded onto a prep TLC plate, eluting with 8% (7N NH3 in ... The reactants are BrC=1C=CN=C2C=CC(=NC12)OC (8-bromo-2-methoxy-[1,5]naphthyridine), N1CCNCC1 (piperazine). Run in C(CCCC)O (1-pentanol). The product is COC1=NC2=C(C=CN=C2C=C1)N1CCNCC1 (2-Methoxy-8-piperazin-1-yl-[1,5]-naphthyridine). Isolated yield 96.2%. RXN SMILES: Br[C:2]1[CH:3]=[CH:4][N:5]=[C:6]2[C:11]=1[N:10]=[C:9]([O:12][CH3:13])[CH:8]=[CH:7]2.[NH:14]1[CH2:19][CH2:18][NH:17][CH2:16][CH2:15]1>C(O)CCCC>[CH3:13][O:12][C:9]1[CH:8]=[CH:7][C:6]2[C:11](=[C:2]([N:14]3[CH2:19][CH2:18][NH:17][CH2:16][CH2:15]3)[CH:3]=[CH:4][N:5]=2)[N:10]=1. Reported procedure: A solution of 8-bromo-2-methoxy-[1,5]naphthyridine (4.78 g, 20 mmol, prepared as in WO 2006/032466) and piperazine (8.6 g, 100 mmol) in 1-pentanol (20 mL) was heated at 80° C. over night. The mixture was cooled and the precipitate filtered off. The filtrate was diluted with EA (100 mL) and washed with water (20 mL). The aq. phase contains some product, which was extracted with DCM/MeOH 9:1 (3×30 mL). The org. phases were combined, dried over MgSO4 and concentrated under reduced pressure. The res... As a reaction SMILES: [C:12](=[S:13])([n:14]1[cH:15][n:16][cH:17][cH:18]1)[n:19]1[cH:20][cH:21][n:22][cH:23]1.[CH3:1][c:2]1[cH:3][cH:4][cH:5][c:6]2[c:7]1[n:8][c:9]([NH2:11])[s:10]2.[CH3:24][C:25]#[N:26]>>[CH3:1][c:2]1[cH:3][cH:4][cH:5][c:6]2[c:7]1[n:8][c:9]([NH:11][C:12](=[S:13])[n:14]1[cH:15][n:16][cH:17][cH:18]1)[s:10]2. Product: Cc1cccc2sc(NC(=S)n3ccnc3)nc12. Starting materials: S=C(n1ccnc1)n1ccnc1, Cc1cccc2sc(N)nc12, CC#N. The reactants are BrNC(CCC(=O)N)=O (N-bromosuccinamide), C(CCC)OC1=NC(=C2N=CN(C2=N1)C1OCCCC1)N (2-Butoxy-9-(tetrahydro-2H-pyran-2-yl)-9H-purin-6-amine), (w/v)-Sodium sulfate. Run in ClCCl (dichloromethane). Run at time 8 hour. Product: BrC=1N(C2=NC(=NC(=C2N1)N)OCCCC)C1OCCCC1 (8-Bromo-2-butoxy-9-(tetrahydro-2H-pyran-2-yl) 9H-purin-6-amine). The yield is 68.2%. As a reaction SMILES: [CH2:1]([O:5][C:6]1[N:14]=[C:13]2[C:9]([N:10]=[CH:11][N:12]2[CH:15]2[CH2:20][CH2:19][CH2:18][CH2:17][O:16]2)=[C:8]([NH2:21])[N:7]=1)[CH2:2][CH2:3][CH3:4].[Br:22]NC(=O)CCC(N)=O>ClCCl>[Br:22][C:11]1[N:12]([CH:15]2[CH2:20][CH2:19][CH2:18][CH2:17][O:16]2)[C:13]2[C:9]([N:10]=1)=[C:8]([NH2:21])[N:7]=[C:6]([O:5][CH2:1][CH2:2][CH2:3][CH3:4])[N:14]=2. Procedure details: The product from step (ii) (30 g) was dissolved in dry dichloromethane (200 ml). The solution was stirred at room temperature whilst N-bromosuccinamide (27 g) was added portionwise. The mixture was stirred at ambient temperature overnight. 20% (w/v)-Sodium sulfate (200 ml) was added and the separated aqueous phase extracted with dichloromethane. The combined organic phase was washed with saturated sodium hydrogen carbonate solution and brine. After concentration in vacuo, the residue was dissolv... Reactants: CCCP(=O)(O)O, CC(N)C(C)(C)C, Cc1cc2c(o1)c(C(=O)O)cc1nc(Nc3c(Cl)cncc3Cl)[nH]c12, CN(C)C=O. Product: Cc1cc2c(o1)c(C(=O)NC(C)C(C)(C)C)cc1nc(Nc3c(Cl)cncc3Cl)[nH]c12. As a reaction SMILES: [CH2:26]([P:27]([OH:28])([OH:29])=[O:30])[CH2:31][CH3:32].[CH3:33][C:34]([CH:35]([CH3:36])[NH2:37])([CH3:38])[CH3:39].[Cl:1][c:2]1[cH:3][n:4][cH:5][c:6]([Cl:25])[c:7]1[NH:8][c:9]1[nH:10][c:11]2[c:12]([n:13]1)[cH:14][c:15]([C:22](=[O:23])[OH:24])[c:16]1[c:17]2[cH:18][c:19]([CH3:21])[o:20]1.[O:40]=[CH:41][N:42]([CH3:43])[CH3:44]>>[Cl:1][c:2]1[cH:3][n:4][cH:5][c:6]([Cl:25])[c:7]1[NH:8][c:9]1[nH:10][c:11]2[c:12]([n:13]1)[cH:14][c:15]([C:22](=[O:24])[NH:37][CH:35]([C:34]([CH3:33])([CH3:38])[CH3:39])[CH3:36])[c:16]1[c:17]2[cH:18][c:19]([CH3:21])[o:20]1. The reactants are CO, Cc1cc(Cl)n2nccc2n1, [H-], [Na+], CN(C)C=O, O. The product is COc1cc(C)nc2ccnn12. RXN SMILES: [CH3:1][OH:2].[CH3:5][c:6]1[n:7][c:8]2[n:9]([c:10]([Cl:12])[cH:11]1)[n:13][cH:14][cH:15]2.[H-:3].[Na+:4].[O:17]=[CH:18][N:19]([CH3:20])[CH3:21].[OH2:16]>>[CH3:1][O:2][c:10]1[n:9]2[c:8]([n:7][c:6]([CH3:5])[cH:11]1)[cH:15][cH:14][n:13]2.